Task: describe an organic reaction: reactants, conditions, products, and yield. Dataset: the Open Reaction Database (ORD), a public repository of structured organic reaction records Reactants: CC(=O)c1cc(C)oc1C, O=C([O-])O, [Li]CCCC, C[Si](C)(C)Cl, Cc1cscn1, [Na+], C1CCOC1. The product is Cc1cc(C(C)(O)c2scnc2C)c(C)o1. As a reaction SMILES: [C:17]([CH3:18])(=[O:19])[c:20]1[c:21]([CH3:26])[o:22][c:23]([CH3:25])[cH:24]1.[C:27](=[O:28])([O-:29])[OH:30].[CH2:7]([Li:8])[CH2:9][CH2:10][CH3:11].[CH3:12][Si:13]([Cl:14])([CH3:15])[CH3:16].[CH3:1][c:2]1[cH:3][s:4][cH:5][n:6]1.[Na+:31].[O:32]1[CH2:33][CH2:34][CH2:35][CH2:36]1>>[CH3:1][c:2]1[c:3]([C:17]([CH3:18])([OH:19])[c:20]2[c:21]([CH3:26])[o:22][c:23]([CH3:25])[cH:24]2)[s:4][cH:5][n:6]1.